Dataset: the Open Reaction Database (ORD), a public repository of structured organic reaction records. Task: describe an organic reaction: reactants, conditions, products, and yield Starting materials: ice, CN(C=O)C (N,N-dimethylformamide), P(=O)(Cl)(Cl)Cl (phosphorus oxychloride), CC=1NC=C(C1CCCN(C)C)C ([3-(2,4-dimethyl-1H-pyrrol-3-yl)-propyl]-dimethyl-amine), P(=O)(Cl)(Cl)Cl (phosphorus oxychloride), [OH-].[Na+] (sodium hydroxide). Run in ClCCl (dichloromethane), ClCCl (dichloromethane). Run at time 15 minute. The product is CN(CCCC=1C(=C(NC1C)C=O)C)C (4-(3-dimethylamino-propyl)-3,5-dimethyl-1H-pyrrole-2-carbaldehyde). Yield: 63.2%. As a reaction SMILES: CN(C)[CH:3]=[O:4].P(Cl)(Cl)(Cl)=O.[CH3:11][C:12]1[NH:13][CH:14]=[C:15]([CH3:23])[C:16]=1[CH2:17][CH2:18][CH2:19][N:20]([CH3:22])[CH3:21].[OH-].[Na+]>ClCCl>[CH3:21][N:20]([CH3:22])[CH2:19][CH2:18][CH2:17][C:16]1[C:15]([CH3:23])=[C:14]([CH:3]=[O:4])[NH:13][C:12]=1[CH3:11] |f:3.4|. Procedure details: To the ice-cooled solution of N,N-dimethylformamide (6.0 mL, 76 mmol) in dichloromethane (30 mL) was added phosphorus oxychloride (7.0 mL, 76 mmol) dropwise. Upon addition of phosphorus oxychloride, the reaction mixture was stirred at room temperature for 15 minutes and a solution of [3-(2,4-dimethyl-1H-pyrrol-3-yl)-propyl]-dimethyl-amine (6.8 g, 38 mmol) in dichloromethane (20 mL) was added dropwise at 0° C. The final reaction mixture was refluxed at 60° C. for 4 hours and cooled with ice bath.... The reactants are N(=C=S)C1=C(C=CC=C1)[N+](=O)[O-] (1-isothiocyanato-2-nitrobenzene), NCCN1CCC(CC1)NC1=NC2=C(N1CC1=CC=C(C=C1)F)C=CC=C2 (N-[1-(2-aminoethyl)-4-piperidinyl]-1-(4-fluorophenylmethyl)-1H-benzimidazol-2-amine). The solvent is O1CCCC1 (tetrahydrofuran). Reaction conditions: time 8 hour. Product: FC1=CC=C(C=C1)CN1C(=NC2=C1C=CC=C2)NC2CCN(CC2)CCNC(=S)NC2=C(C=CC=C2)[N+](=O)[O-] (N-[2-{4-[1-(4-fluorophenylmethyl)-1H-benzimidazol-2-ylamino]-1-piperidinyl}ethyl]-N'-(2-nitrophenyl)thiourea). Isolated yield 67.0%. As a reaction SMILES: [N:1]([C:4]1[CH:9]=[CH:8][CH:7]=[CH:6][C:5]=1[N+:10]([O-:12])=[O:11])=[C:2]=[S:3].[NH2:13][CH2:14][CH2:15][N:16]1[CH2:21][CH2:20][CH:19]([NH:22][C:23]2[N:27]([CH2:28][C:29]3[CH:34]=[CH:33][C:32]([F:35])=[CH:31][CH:30]=3)[C:26]3[CH:36]=[CH:37][CH:38]=[CH:39][C:25]=3[N:24]=2)[CH2:18][CH2:17]1>O1CCCC1>[F:35][C:32]1[CH:33]=[CH:34][C:29]([CH2:28][N:27]2[C:26]3[CH:36]=[CH:37][CH:38]=[CH:39][C:25]=3[N:24]=[C:23]2[NH:22][CH:19]2[CH2:20][CH2:21][N:16]([CH2:15][CH2:14][NH:13][C:2]([NH:1][C:4]3[CH:9]=[CH:8][CH:7]=[CH:6][C:5]=3[N+:10]([O-:12])=[O:11])=[S:3])[CH2:17][CH2:18]2)=[CH:30][CH:31]=1. Procedure: A mixture of 1.8 parts of 1-isothiocyanato-2-nitrobenzene, 3.7 parts of N-[1-(2-aminoethyl)-4-piperidinyl]-1-(4-fluorophenylmethyl)-1H-benzimidazol-2-amine and 135 parts of tetrahydrofuran is stirred overnight at room temperature. The reaction mixture is evaporated. The residue is purified by column-chromatography over silica gel using a mixture of trichloromethane and methanol (98:2 by volume) as eluent. The pure fractions are collected and the eluent is evaporated, yielding 3.7 parts (67%) of ... Reactants: CC(=O)CC(C)C, O=c1[nH]c2cc(C(F)(F)F)ccc2n1CCCCl, Cl, O=C(c1ccc(F)cc1)C1CCNCC1, [I-], [K+], [Na+], [Na+], O=C([O-])[O-]. The product is O=C(c1ccc(F)cc1)C1CCN(CCCn2c(=O)[nH]c3cc(C(F)(F)F)ccc32)CC1. RXN SMILES: [CH3:43][CH:44]([CH3:45])[CH2:46][C:47](=[O:48])[CH3:49].[Cl:1][CH2:2][CH2:3][CH2:4][n:5]1[c:6](=[O:18])[nH:7][c:8]2[c:9]1[cH:10][cH:11][c:12]([C:14]([F:15])([F:16])[F:17])[cH:13]2.[ClH:19].[F:20][c:21]1[cH:22][cH:23][c:24]([C:27](=[O:28])[CH:29]2[CH2:30][CH2:31][NH:32][CH2:33][CH2:34]2)[cH:25][cH:26]1.[I-:42].[K+:41].[Na+:35].[Na+:36].[O-:37][C:38](=[O:39])[O-:40]>>[CH2:2]([CH2:3][CH2:4][n:5]1[c:6](=[O:18])[nH:7][c:8]2[c:9]1[cH:10][cH:11][c:12]([C:14]([F:15])([F:16])[F:17])[cH:13]2)[N:32]1[CH2:31][CH2:30][CH:29]([C:27]([c:24]2[cH:23][cH:22][c:21]([F:20])[cH:26][cH:25]2)=[O:28])[CH2:34][CH2:33]1. Procedure details: In a manner similar to the method described in Example 10d, E/Z-6-chloro-3-(5-chloro-2-methanesulfonylmethoxy-benzylidene)-2-oxo-2,3-dihydro-indole-1-carboxylic acid tert-butyl ester (600 mg, 1.2 mmol) was reacted with 1-(5-fluoro-2-methyl-phenyl)-3-trimethylsilyoxy-2-aza-1,3-butadiene (5 mmol) in toluene to give the title compound as a white solid (40 mg). Product: ClC1=CC=C2C(=C1)NC(C21C(NC(CC1C1=C(C=CC(=C1)Cl)OCS(=O)(=O)C)=O)C1=C(C=CC(=C1)F)C)=O (racemic (2′S,3S,4′R)-6-chloro-4′-(5-chloro-2methanesulfonylmethoxy-phenyl)-2′-(5-fluoro-2-methyl-phenyl)spiro[3H-indole-3,3′-piperidine]-2,6′(1H)-dione). Starting materials: C(C)(C)(C)OC(=O)N1C(\C(\C2=CC=C(C=C12)Cl)=C/C1=C(C=CC(=C1)Cl)OCS(=O)(=O)C)=O (Z-6-chloro-3-(5-chloro-2-methanesulfonylmethoxy-benzylidene)-2-oxo-2,3-dihydro-indole-1-carboxylic acid tert-butyl ester), FC=1C=CC(=C(C1)C=NC(=C)O[Si](C)(C)C)C (1-(5-fluoro-2-methyl-phenyl)-3-trimethylsilyoxy-2-aza-1,3-butadiene). Solvent: C1(=CC=CC=C1)C (toluene). Reaction SMILES: C(OC([N:8]1[C:16]2[C:11](=[CH:12][CH:13]=[C:14]([Cl:17])[CH:15]=2)/[C:10](=[CH:18]/[C:19]2[CH:24]=[C:23]([Cl:25])[CH:22]=[CH:21][C:20]=2[O:26][CH2:27][S:28]([CH3:31])(=[O:30])=[O:29])/[C:9]1=[O:32])=O)(C)(C)C.[F:33][C:34]1[CH:35]=[CH:36][C:37]([CH3:49])=[C:38]([CH:40]=[N:41][C:42]([O:44][Si](C)(C)C)=[CH2:43])[CH:39]=1>C1(C)C=CC=CC=1>[Cl:17][C:14]1[CH:15]=[C:16]2[NH:8][C:9](=[O:32])[C:10]3([CH:18]([C:19]4[CH:24]=[C:23]([Cl:25])[CH:22]=[CH:21][C:20]=4[O:26][CH2:27][S:28]([CH3:31])(=[O:30])=[O:29])[CH2:43][C:42](=[O:44])[NH:41][CH:40]3[C:38]3[CH:39]=[C:34]([F:33])[CH:35]=[CH:36][C:37]=3[CH3:49])[C:11]2=[CH:12][CH:13]=1. The yield is 5.8%. The reactants are Cl.C(CCC)OC([C@@H](NC([C@@H](NC(=O)OCC1=CC=CC=C1)CC(C)C)=O)CCCNC(N)=N)OCCCC (N-benzyloxycarbonyl-L-leucyl-L-argininal dibutylacetal hydrochloride), [H][H] (hydrogen). The reagents and catalysts are [Pd] (palladium black). Solvent: CO (methanol). Product: Cl.C(CCC)OC([C@@H](NC([C@@H](N)CC(C)C)=O)CCCNC(N)=N)OCCCC (L-leucyl-L-argininal dibutylacetal hydrochloride). Yield: 79.9%. As a reaction SMILES: [ClH:1].[CH2:2]([O:6][CH:7]([O:35][CH2:36][CH2:37][CH2:38][CH3:39])[C@H:8]([CH2:28][CH2:29][CH2:30][NH:31][C:32](=[NH:34])[NH2:33])[NH:9][C:10](=[O:27])[C@H:11]([CH2:23][CH:24]([CH3:26])[CH3:25])[NH:12]C(OCC1C=CC=CC=1)=O)[CH2:3][CH2:4][CH3:5].[H][H]>CO.[Pd]>[ClH:1].[CH2:2]([O:6][CH:7]([O:35][CH2:36][CH2:37][CH2:38][CH3:39])[C@H:8]([CH2:28][CH2:29][CH2:30][NH:31][C:32](=[NH:33])[NH2:34])[NH:9][C:10](=[O:27])[C@H:11]([CH2:23][CH:24]([CH3:26])[CH3:25])[NH2:12])[CH2:3][CH2:4][CH3:5] |f:0.1,5.6|. Procedure details: After N-benzyloxycarbonyl-L-leucyl-L-argininal dibutylacetal hydrochloride (0.92 g, 1.60 mmol) was dissolved in methanol (100 ml), palladium black (1 g) was added to the solution. The mixture was stirred at room temperature for 2 hours in a hydrogen flow. After completion of the reaction, the catalyst was filtered off and the filtrate was concentrated to give 0.56 g (80%) of L-leucyl-L-argininal dibutylacetal hydrochloride as oil.